Task: describe an organic reaction: reactants, conditions, products, and yield. Dataset: the Open Reaction Database (ORD), a public repository of structured organic reaction records Starting materials: C(C1=CC=CC=C1)[C@H]1C(NCC(N1)=O)=O ((S)-3-benzyl-2,5-dioxopiperazine), B.O1CCCC1 (borane tetrahydrofuran). Run in O1CCCC1 (tetrahydrofuran). Yields the product C(C1=CC=CC=C1)[C@@H]1NCCNC1 ((S)-2-benzylpiperazine). Isolated yield 40.3%. As a reaction SMILES: [CH2:1]([C@@H:8]1[NH:13][C:12](=O)[CH2:11][NH:10][C:9]1=O)[C:2]1[CH:7]=[CH:6][CH:5]=[CH:4][CH:3]=1.B.O1CCCC1>O1CCCC1>[CH2:1]([C@H:8]1[CH2:9][NH:10][CH2:11][CH2:12][NH:13]1)[C:2]1[CH:7]=[CH:6][CH:5]=[CH:4][CH:3]=1 |f:1.2|. Reported procedure: To a suspension of (S)-3-benzyl-2,5-dioxopiperazine (2.284 g, 11.18 mmol) in tetrahydrofuran (20 mL) was added borane-tetrahydrofuran complex (49 mL, 1.0 M solution in THF, 49 mmol) at room temperature. The resulting mixture was refluxed for several hours before it was quenched with methanol at 0° C. After concentration in vacuo, the residue was treated with 10% sodium hydroxide aqueous solution, which was extracted with dichloromethane thoroughly. The organic layer was washed with water, dried ... Reactants: ClC=1N=NC(=CC1)C1=CC(=CC=C1)C(F)(F)F (3-chloro-6-[3-(trifluoromethyl)phenyl]pyridazine), O (water). The solvent is NC(CO)CC (2-amino-1-butanol). Yields the product C(C)C=1N=C2N(N=C(C=C2)C2=CC(=CC=C2)C(F)(F)F)C1 (2-Ethyl-6-[3-(trifluoromethyl)phenyl]imidazo[1,2-b]pyridazine). RXN SMILES: Cl[C:2]1[N:3]=[N:4][C:5]([C:8]2[CH:13]=[CH:12][CH:11]=[C:10]([C:14]([F:17])([F:16])[F:15])[CH:9]=2)=[CH:6][CH:7]=1.O>NC(CC)CO>[CH2:6]([C:5]1[N:4]=[C:2]2[CH:7]=[CH:6][C:5]([C:8]3[CH:13]=[CH:12][CH:11]=[C:10]([C:14]([F:17])([F:16])[F:15])[CH:9]=3)=[N:4][N:3]2[CH:8]=1)[CH3:7]. Procedure: A 2.58 g sample of 3-chloro-6-[3-(trifluoromethyl)phenyl]pyridazine in 3.56 g of 2-amino-1-butanol was heated at 120° C. (internal temperature) for 18 hours, cooled and poured into cold water. The mixture was extracted with dichloromethane and the extracts washed with water, dried over anhydrous sodium sulfate and concentrated. The residue in ethyl acetate was chromatographed on silica gel with ethyl acetate to give 2.2 g of yellow oil. Crystallization from dichloromethane-hexane gave 2-{[6-[3-(... Starting materials: FC(C(=O)O)(F)F (trifluoroacetic acid), CC(CCN1N=C(N=C1C)C1=CC=C(C=C1)C)(C)NC(OC(C)(C)C)=O (tert.butyl [1,1-dimethyl-3-(5-methyl-3-p-tolyl-[1,2,4]triazol-1-yl)-propyl]-carbamate). Run in ClCCl (dichloromethane). Run at time 8 hour. Product: CC(CCN1N=C(N=C1C)C1=CC=C(C=C1)C)(C)N (1,1-dimethyl-3-(5-methyl-3-p-tolyl-[1,2,4]triazol-1-yl]-propylamine). RXN SMILES: FC(F)(F)C(O)=O.[CH3:8][C:9]([NH:26]C(=O)OC(C)(C)C)([CH3:25])[CH2:10][CH2:11][N:12]1[C:16]([CH3:17])=[N:15][C:14]([C:18]2[CH:23]=[CH:22][C:21]([CH3:24])=[CH:20][CH:19]=2)=[N:13]1>ClCCl>[CH3:25][C:9]([NH2:26])([CH3:8])[CH2:10][CH2:11][N:12]1[C:16]([CH3:17])=[N:15][C:14]([C:18]2[CH:19]=[CH:20][C:21]([CH3:24])=[CH:22][CH:23]=2)=[N:13]1. Procedure: A total of 11 mL trifluoroacetic acid are added dropwise to a solution of 2.97 g (8.3 mmol) of tert.butyl [1,1-dimethyl-3-(5-methyl-3-p-tolyl-[1,2,4]triazol-1-yl)-propyl]-carbamate in 80 mL dichloromethane and the mixture is stirred overnight at ambient temperature. The solvent is distilled off and the residue is combined with diethyl ether and stirred. The precipitated solid is filtered off and washed. Yield: 2.11 g (68%, trifluoroacetate); mass spectroscopy [M+H]+=259. The product is COc1ccc2c(C(=O)O)cc(-c3ccccc3)nc2c1, [Cl-]. Reaction SMILES: [CH3:7][O:8][c:9]1[cH:10][cH:11][c:12]2[c:13]([C:25](=[O:26])[OH:27])[cH:14][c:15](-[c:19]3[cH:20][cH:21][cH:22][cH:23][cH:24]3)[n:16][c:17]2[cH:18]1.[Cl:1][C:2]([C:3]([Cl:4])=[O:5])=[O:6].[Cl:28][CH2:29][Cl:30]>>[CH3:7][O:8][c:9]1[cH:10][cH:11][c:12]2[c:13]([C:25](=[O:26])[OH:27])[cH:14][c:15](-[c:19]3[cH:20][cH:21][cH:22][cH:23][cH:24]3)[n:16][c:17]2[cH:18]1.[Cl-:1]. Reactants: COc1ccc2c(C(=O)O)cc(-c3ccccc3)nc2c1, O=C(Cl)C(=O)Cl, ClCCl. Starting materials: CO, O=[N+]([O-])c1cccc2cnccc12. The product is Nc1cccc2cnccc12. Reaction SMILES: [CH3:14][OH:15].[N+:1]([O-:2])(=[O:3])[c:4]1[c:5]2[cH:6][cH:7][n:8][cH:9][c:10]2[cH:11][cH:12][cH:13]1>>[NH2:1][c:4]1[c:5]2[cH:6][cH:7][n:8][cH:9][c:10]2[cH:11][cH:12][cH:13]1. Starting materials: ClC1=CC(=CC=C1)C(=O)OO (m-chloroperbenzoic acid), polybutadiene, C=CC1=CC=CC=C1 (styrene), copolymer. Run in C1(=CC=CC=C1)C (toluene). Reaction conditions: time 48 hour. Product: C=CC=C.C=CC1=CC=CC=C1 (poly(styrene-co-butadiene)). As a reaction SMILES: [CH2:1]=[CH:2][C:3]1[CH:8]=[CH:7][CH:6]=[CH:5][CH:4]=1.ClC1C=CC=C(C(OO)=O)C=1>C1(C)C=CC=CC=1>[CH2:1]=[CH:2][CH:3]=[CH2:4].[CH2:1]=[CH:2][C:3]1[CH:8]=[CH:7][CH:6]=[CH:5][CH:4]=1 |f:3.4|. Procedure: A random copolymer, containing 3 wt percent of polybutadiene and 97 percent styrene was prepared by techniques described in Szwarc, supra. The copolymer had a molecular weight of approximately 200,000 g/Mol. Approximately 10 g of the copolymer was dissolved in 200 ml of toluene. To this solution was added 0.15 g of 85 percent m-chloroperbenzoic acid. The mixture was stored for 48 hours. The mixture was then washed twice with 10 percent aqueous NaHCO3 and three times with distilled water. The pol... The reactants are C(CCCCCCCCCCC)C=1N=NN(N1)C(C(=O)O)CCCCC ((±)-5-dodecyl-α-pentyl-2H-tetrazole-2-acetic acid), C(C)(C)C1=C(N)C(=CC=C1)C(C)C (2,6-diisopropylaniline), C(CCCCCCCCC)C=1N=NN(N1)CC(=O)O (5-decyl-2H-tetrazole-2-acetic acid), COC1=C(N)C(=CC(=C1)OC)OC (2,4,6-trimethoxyaniline). Yields the product C(CCCCCCCCCCC)C=1N=NN(N1)C(C(=O)NC1=C(C=C(C=C1OC)OC)OC)CCCCC ((±)-5-dodecyl-α-pentyl-N-(2,4,6-trimethoxyphenyl)-2H-tetrazole-2-acetamide). Reaction SMILES: [CH2:1]([C:13]1[N:14]=[N:15][N:16]([CH:18]([CH2:22][CH2:23][CH2:24][CH2:25][CH3:26])[C:19]([OH:21])=O)[N:17]=1)[CH2:2][CH2:3][CH2:4][CH2:5][CH2:6][CH2:7][CH2:8][CH2:9][CH2:10][CH2:11][CH3:12].C(C1N=NN(CC(O)=O)N=1)CCCCCCCCC.[CH3:46][O:47][C:48]1[CH:54]=[C:53]([O:55][CH3:56])[CH:52]=[C:51]([O:57][CH3:58])[C:49]=1[NH2:50].C(C1C=CC=C(C(C)C)C=1N)(C)C>>[CH2:1]([C:13]1[N:14]=[N:15][N:16]([CH:18]([CH2:22][CH2:23][CH2:24][CH2:25][CH3:26])[C:19]([NH:50][C:49]2[C:51]([O:57][CH3:58])=[CH:52][C:53]([O:55][CH3:56])=[CH:54][C:48]=2[O:47][CH3:46])=[O:21])[N:17]=1)[CH2:2][CH2:3][CH2:4][CH2:5][CH2:6][CH2:7][CH2:8][CH2:9][CH2:10][CH2:11][CH3:12]. Procedure: When in the general procedure of Example 88 an appropriate amount of (±)-5-dodecyl-α-pentyl-2H-tetrazole-2-acetic acid was substituted for 5-decyl-2H-tetrazole-2-acetic acid and 2,4,6-trimethoxyaniline was substituted for 2,6-diisopropylaniline, the title compound was obtained, mp 152°-155° C. Reactants: BrCCCc1cccs1, OC1CCNC1. Yields the product OC1CCN(CCCc2cccs2)C1. As a reaction SMILES: [Br:7][CH2:8][CH2:9][CH2:10][c:11]1[s:12][cH:13][cH:14][cH:15]1.[NH:1]1[CH2:2][CH:3]([OH:6])[CH2:4][CH2:5]1>>[N:1]1([CH2:8][CH2:9][CH2:10][c:11]2[s:12][cH:13][cH:14][cH:15]2)[CH2:2][CH:3]([OH:6])[CH2:4][CH2:5]1. Starting materials: C(C)(C)(C)OC(NC1=C(C=CC(=C1)OCC(F)(F)F)NC(CC(C1=CC(=CC=C1)C=1C=NC=CC1)=O)=O)=O ([2-[3-oxo-3-(3-pyridin-3-yl-phenyl)-propionylamino]-5-(2,2,2-trifluoro-ethoxy)-phenyl]-carbamic acid tert-butyl ester), C(=O)(C(F)(F)F)O (TFA). Solvent: C(Cl)Cl (CH2Cl2). The product is N1=CC(=CC=C1)C=1C=C(C=CC1)C1=NC2=C(NC(C1)=O)C=CC(=C2)OCC(F)(F)F (4-(3-Pyridin-3-yl-phenyl)-7-(2,2,2-trifluoro-ethoxy)-1,3-dihydro-benzo[b][1,4]diazepin-2-one), solid. As a reaction SMILES: C(OC(=O)[NH:7][C:8]1[CH:13]=[C:12]([O:14][CH2:15][C:16]([F:19])([F:18])[F:17])[CH:11]=[CH:10][C:9]=1[NH:20][C:21](=[O:37])[CH2:22][C:23](=O)[C:24]1[CH:29]=[CH:28][CH:27]=[C:26]([C:30]2[CH:31]=[N:32][CH:33]=[CH:34][CH:35]=2)[CH:25]=1)(C)(C)C.C(O)(C(F)(F)F)=O>C(Cl)Cl>[N:32]1[CH:33]=[CH:34][CH:35]=[C:30]([C:26]2[CH:25]=[C:24]([C:23]3[CH2:22][C:21](=[O:37])[NH:20][C:9]4[CH:10]=[CH:11][C:12]([O:14][CH2:15][C:16]([F:19])([F:18])[F:17])=[CH:13][C:8]=4[N:7]=3)[CH:29]=[CH:28][CH:27]=2)[CH:31]=1. Procedure details: The title compound was prepared from [2-[3-oxo-3-(3-pyridin-3-yl-phenyl)-propionylamino]-5-(2,2,2-trifluoro-ethoxy)-phenyl]-carbamic acid tert-butyl ester (Example M53) (356 mg, 0.67 mmol) by treatment with TFA in CH2Cl2 according to the general procedure N. Obtained as a light yellow solid (190 mg).